From a dataset of the Open Reaction Database (ORD), a public repository of structured organic reaction records. describe an organic reaction: reactants, conditions, products, and yield Reactants: O=c1ccccn1C(=S)n1ccccc1=O, COCc1cc(N)ncn1, ClCCl. The product is COCc1cc(N=C=S)ncn1. RXN SMILES: [C:1](=[S:2])([n:3]1[cH:4][cH:5][cH:6][cH:7][c:8]1=[O:9])[n:10]1[cH:11][cH:12][cH:13][cH:14][c:15]1=[O:16].[CH3:17][O:18][CH2:19][c:20]1[cH:21][c:22]([NH2:26])[n:23][cH:24][n:25]1.[Cl:27][CH2:28][Cl:29]>>[C:1](=[S:2])=[N:26][c:22]1[cH:21][c:20]([CH2:19][O:18][CH3:17])[n:25][cH:24][n:23]1. The reactants are BrCC(=O)C1=CC=C(C=C1)F (2-bromo-4′-fluoroacetophenone), C(C)(=O)NC(=N)N (acetylguanidine). Solvent: C(C)#N (acetonitrile). Yields the product FC1=CC=C(C=C1)C=1N=C(NC1)NC(C)=O (N-[4-(4-fluorphenyl)-1H-imidazole-2-yl]acetamide). The yield is 33.7%. RXN SMILES: Br[CH2:2][C:3]([C:5]1[CH:10]=[CH:9][C:8]([F:11])=[CH:7][CH:6]=1)=O.[C:12]([NH:15][C:16]([NH2:18])=[NH:17])(=[O:14])[CH3:13]>C(#N)C>[F:11][C:8]1[CH:9]=[CH:10][C:5]([C:3]2[N:17]=[C:16]([NH:15][C:12](=[O:14])[CH3:13])[NH:18][CH:2]=2)=[CH:6][CH:7]=1. Reported procedure: 3.00 g (13.82 mmol) 2-bromo-4′-fluoroacetophenone, 2.80 g (27.64 mmol) acetylguanidine and 15 ml acetonitrile were combined and were together brought to reaction in the microwave (at 100 Watt) for 60 minutes at 40° C. by “heating by cooling”. After cooling, the solid formed was filtered off of the solvent. In addition, a total amount of 1.02 g N-[4-(4-fluorphenyl)-1H-imidazole-2-yl]acetamide were isolated by fractional crystallization with ethanol of the remainder of the mother liquor. The reactants are ClC1=CC=C(C=C1)C1=C(C=C(C(N1)=O)C#N)C1=CC=CC=C1 (6-(4-chlorophenyl)-5-(phenyl)-2-oxo-1,2-dihydropyridine-3-nitrile), C(C1=CC=CC=C1)Br (benzyl bromide), C([O-])([O-])=O.[Cs+].[Cs+] (cesium carbonate). Solvent: O (water), CN(C)C=O (DMF). Reaction conditions: temperature 55 celsius, time 3 hour. Yields the product C(C1=CC=CC=C1)OC1=NC(=C(C=C1C#N)C1=CC=CC=C1)C1=CC=C(C=C1)Cl (2-(Benzyloxy)-6-(4-chlorophenyl)-5-(phenyl)pyridine-3-nitrile). RXN SMILES: [Cl:1][C:2]1[CH:7]=[CH:6][C:5]([C:8]2[NH:13][C:12](=[O:14])[C:11]([C:15]#[N:16])=[CH:10][C:9]=2[C:17]2[CH:22]=[CH:21][CH:20]=[CH:19][CH:18]=2)=[CH:4][CH:3]=1.[CH2:23](Br)[C:24]1[CH:29]=[CH:28][CH:27]=[CH:26][CH:25]=1.C(=O)([O-])[O-].[Cs+].[Cs+]>CN(C=O)C.O>[CH2:23]([O:14][C:12]1[C:11]([C:15]#[N:16])=[CH:10][C:9]([C:17]2[CH:18]=[CH:19][CH:20]=[CH:21][CH:22]=2)=[C:8]([C:5]2[CH:4]=[CH:3][C:2]([Cl:1])=[CH:7][CH:6]=2)[N:13]=1)[C:24]1[CH:29]=[CH:28][CH:27]=[CH:26][CH:25]=1 |f:2.3.4|. Procedure: To a solution of 6-(4-chlorophenyl)-5-(phenyl)-2-oxo-1,2-dihydropyridine-3-nitrile (200 mg, 0.65 mmol) from Example 1, Step B in DMF (3 mL) was added benzyl bromide (0.10 mL, 0.85 mmol) and then cesium carbonate (276 mg, 0.85 mmol). The reaction was stirred at 55° C. for 3 h and was then diluted with water and extracted twice with methylene chloride. The organic layers were washed with a portion of brine and the combined organic layers were dried over anhydrous sodium sulfate and concentrated in... Reactants: Cl.BrC1=C(C(=CC=C1)Cl)NN ((2-Bromo-6-chlorophenyl)hydrazine hydrochloride), C(Cl)Cl (DCM), [OH-].[Na+] (NaOH), C(C)OC=C(C#N)C#N ((Ethoxymethylene)malononitrile). Solvent: CO (MeOH). Run at time 1 hour. Product: NC1=C(C=NN1C1=C(C=CC=C1Cl)Br)C#N (5-amino-1-(2-bromo-6-chlorophenyl)-1H-pyrazole-4-carbonitrile). The yield is 84.5%. As a reaction SMILES: Cl.[Br:2][C:3]1[CH:8]=[CH:7][CH:6]=[C:5]([Cl:9])[C:4]=1[NH:10][NH2:11].C(Cl)Cl.[OH-].[Na+].C(O[CH:20]=[C:21]([C:24]#[N:25])[C:22]#[N:23])C>CO>[NH2:25][C:24]1[N:10]([C:4]2[C:5]([Cl:9])=[CH:6][CH:7]=[CH:8][C:3]=2[Br:2])[N:11]=[CH:20][C:21]=1[C:22]#[N:23] |f:0.1,3.4|. Procedure details: (2-Bromo-6-chlorophenyl)hydrazine hydrochloride (Intermediate AH2) (4.71 g, 18.26 mmol) was partitioned between DCM (300 mL) and 2M NaOH (20 mL). Allowed to Stir for 1 hour. The two phases were separated. The organic phase was reduced under vacuum to give the free base. This was dissolved in MeOH (60 mL), and stirred in a cooling bath at 0° C. (Ethoxymethylene)malononitrile (2.230 g, 18.26 mmol) added portionwise. The reaction mixture was then allowed to warm to ambient temperature and stirred f... Starting materials: [Li]CCCC, COCn1ccnc1, CCCCCC, CN(C)CCN(C)C, O=C(c1ccc(Cl)cc1)c1ccc(Cl)cc1, C1CCOC1, O. Product: COCn1ccnc1C(O)(c1ccc(Cl)cc1)c1ccc(Cl)cc1. As a reaction SMILES: [CH2:17]([Li:18])[CH2:19][CH2:20][CH3:21].[CH3:1][O:2][CH2:3][n:4]1[cH:5][n:6][cH:7][cH:8]1.[CH3:38][CH2:39][CH2:40][CH2:41][CH2:42][CH3:43].[CH3:9][N:10]([CH2:11][CH2:12][N:13]([CH3:14])[CH3:15])[CH3:16].[Cl:22][c:23]1[cH:24][cH:25][c:26]([C:27](=[O:28])[c:29]2[cH:30][cH:31][c:32]([Cl:35])[cH:33][cH:34]2)[cH:36][cH:37]1.[O:45]1[CH2:46][CH2:47][CH2:48][CH2:49]1.[OH2:44]>>[CH3:1][O:2][CH2:3][n:4]1[c:5]([C:27]([c:26]2[cH:25][cH:24][c:23]([Cl:22])[cH:37][cH:36]2)([OH:28])[c:29]2[cH:30][cH:31][c:32]([Cl:35])[cH:33][cH:34]2)[n:6][cH:7][cH:8]1. Starting materials: OCCCc1ccc(Cc2cc(Br)ccc2Cl)cc1, C=COC(C)=O, Cc1ccccc1, CCOC(C)=O, [Na+], [Na+], O=C([O-])[O-]. Product: C=COCCCc1ccc(Cc2cc(Br)ccc2Cl)cc1. As a reaction SMILES: [Br:1][c:2]1[cH:3][cH:4][c:5]([Cl:19])[c:6]([CH2:7][c:8]2[cH:9][cH:10][c:11]([CH2:14][CH2:15][CH2:16][OH:17])[cH:12][cH:13]2)[cH:18]1.[CH3:26][C:27]([O:28][CH:29]=[CH2:30])=[O:31].[CH3:32][c:33]1[cH:34][cH:35][cH:36][cH:37][cH:38]1.[CH3:39][CH2:40][O:41][C:42](=[O:43])[CH3:44].[Na+:20].[Na+:21].[O-:22][C:23](=[O:24])[O-:25]>>[Br:1][c:2]1[cH:3][cH:4][c:5]([Cl:19])[c:6]([CH2:7][c:8]2[cH:9][cH:10][c:11]([CH2:14][CH2:15][CH2:16][O:17][CH:26]=[CH2:27])[cH:12][cH:13]2)[cH:18]1.